This data is from the Open Reaction Database (ORD), a public repository of structured organic reaction records. The task is: describe an organic reaction: reactants, conditions, products, and yield Starting materials: CCOC(=O)c1c(-c2ccc(OC)cc2)nc2c(cnn2CC)c1-c1cncc(C)c1, CC(C)C[Al+]CC(C)C, Cc1ccccc1, ClCCl, [H-]. The product is CCn1ncc2c(-c3cncc(C)c3)c(CO)c(-c3ccc(OC)cc3)nc21. As a reaction SMILES: [CH2:1]([CH3:2])[n:3]1[n:4][cH:5][c:6]2[c:7]1[n:8][c:9](-[c:24]1[cH:25][cH:26][c:27]([O:30][CH3:31])[cH:28][cH:29]1)[c:10]([C:19](=[O:20])[O:21][CH2:22][CH3:23])[c:11]2-[c:12]1[cH:13][n:14][cH:15][c:16]([CH3:18])[cH:17]1.[CH2:33]([Al+:34][CH2:35][CH:36]([CH3:37])[CH3:38])[CH:39]([CH3:40])[CH3:41].[CH3:45][c:46]1[cH:47][cH:48][cH:49][cH:50][cH:51]1.[Cl:42][CH2:43][Cl:44].[H-:32]>>[CH2:1]([CH3:2])[n:3]1[n:4][cH:5][c:6]2[c:7]1[n:8][c:9](-[c:24]1[cH:25][cH:26][c:27]([O:30][CH3:31])[cH:28][cH:29]1)[c:10]([CH2:19][OH:20])[c:11]2-[c:12]1[cH:13][n:14][cH:15][c:16]([CH3:18])[cH:17]1.